Dataset: the Open Reaction Database (ORD), a public repository of structured organic reaction records. Task: describe an organic reaction: reactants, conditions, products, and yield The reactants are COC=1C=CC2=C(SC3=C(C(C2)N2CCNCC2)C=C(C=C3)SC)C1 (1-(10,11-dihydro-3-methoxy-8-methylthio-dibenzo[b,f]thiepin-10-yl)-piperazine), ClCCN1C(CCC1)=O (N-( β-chloroethyl)-2-pyrrolidinone), C([O-])([O-])=O.[K+].[K+] (potassium carbonate), [I-].[Na+] (sodium iodide). The solvent is C1(=CC=CC=C1)C (toluene). The product is COC=1C=CC2=C(SC3=C(C(C2)N2CCN(CC2)CCN2C(CCC2)=O)C=C(C=C3)SC)C1 (1-{2-[4-(10,11-dihydro-3-methoxy-8-methylthio-dibenzo[b,f]thiepin-10-yl)-1-piperazinyl]-ethyl}-2-pyrrolidinone). Reaction SMILES: [CH3:1][O:2][C:3]1[CH:4]=[CH:5][C:6]2[CH2:12][CH:11]([N:13]3[CH2:18][CH2:17][NH:16][CH2:15][CH2:14]3)[C:10]3[CH:19]=[C:20]([S:23][CH3:24])[CH:21]=[CH:22][C:9]=3[S:8][C:7]=2[CH:25]=1.C(=O)([O-])[O-].[K+].[K+].[I-].[Na+].Cl[CH2:35][CH2:36][N:37]1[CH2:41][CH2:40][CH2:39][C:38]1=[O:42]>C1(C)C=CC=CC=1>[CH3:1][O:2][C:3]1[CH:4]=[CH:5][C:6]2[CH2:12][CH:11]([N:13]3[CH2:14][CH2:15][N:16]([CH2:35][CH2:36][N:37]4[CH2:41][CH2:40][CH2:39][C:38]4=[O:42])[CH2:17][CH2:18]3)[C:10]3[CH:19]=[C:20]([S:23][CH3:24])[CH:21]=[CH:22][C:9]=3[S:8][C:7]=2[CH:25]=1 |f:1.2.3,4.5|. Procedure: 11 G. of 1-(10,11-dihydro-3-methoxy-8-methylthio-dibenzo[b,f]thiepin-10-yl)-piperazine are heated together with 15 g. of potassium carbonate, 0.5 g. of sodium iodide, 11 g. of N-( β-chloroethyl)-2-pyrrolidinone and 100 ml. of toluene under reflux conditions for 17 hours. Then, the mixture is evaporated under reduced pressure. The residue is partitioned between water and ether, and the ethereal phase dried over sodium sulfate and evaporated. The residue obtained is chromatographed with chloroform... The reactants are N1(CCOCC1)C(=O)N1CC(CC(C1)C1=CC=C(C=C1)OC(F)(F)F)C(=O)O (1-(Morpholin-4-ylcarbonyl)-5-[4-(trifluoromethoxy)phenyl]piperidine-3-carboxylic acid), FC=1C(=NC=C(C1)F)C(N)=NO (3,5-difluoro-N′-hydroxypyridine-2-carboximidamide). Yields the product FC=1C(=NC=C(C1)F)C1=NOC(=N1)C1CN(CC(C1)C1=CC=C(C=C1)OC(F)(F)F)C(=O)N1CCOCC1 ({3-[3-(3,5-Difluoropyridin-2-yl)-1,2,4-oxadiazol-5-yl]-5-[4-(trifluoromethoxy)phenyl]piperidin-1-yl}(morpholin-4-yl)methanone). Reaction SMILES: [N:1]1([C:7]([N:9]2[CH2:14][CH:13]([C:15]3[CH:20]=[CH:19][C:18]([O:21][C:22]([F:25])([F:24])[F:23])=[CH:17][CH:16]=3)[CH2:12][CH:11]([C:26]([OH:28])=O)[CH2:10]2)=[O:8])[CH2:6][CH2:5][O:4][CH2:3][CH2:2]1.[F:29][C:30]1[C:31]([C:37](=[N:39]O)[NH2:38])=[N:32][CH:33]=[C:34]([F:36])[CH:35]=1>>[F:29][C:30]1[C:31]([C:37]2[N:38]=[C:26]([CH:11]3[CH2:12][CH:13]([C:15]4[CH:20]=[CH:19][C:18]([O:21][C:22]([F:25])([F:24])[F:23])=[CH:17][CH:16]=4)[CH2:14][N:9]([C:7]([N:1]4[CH2:6][CH2:5][O:4][CH2:3][CH2:2]4)=[O:8])[CH2:10]3)[O:28][N:39]=2)=[N:32][CH:33]=[C:34]([F:36])[CH:35]=1. Procedure: 150 mg (0.20 mmol) of 1-(morpholin-4-ylcarbonyl)-5-[4-(trifluoromethoxy)phenyl]piperidine-3-carboxylic acid (Example 44A) and 91 mg (0.56 mmol) of 3,5-difluoro-N′-hydroxypyridine-2-carboximidamide were reacted according to the General Method 2. Yield: 131 mg (63% of theory). Reactants: N1CCCC2=CC=CC=C12 (1,2,3,4-tetrahydroquinoline), O=C1CN(CC1)C(=O)OC(C)(C)C (tert-butyl 3-oxopyrrolidine-1-carboxylate), C(C)(=O)O (acetic acid), C(C)(=O)O[BH-](OC(C)=O)OC(C)=O.[Na+] (sodium triacetoxyborohydride). The solvent is ClCCCl (1,2-dichloroethane). Reaction conditions: time 1 day. The product is N1(CCCC2=CC=CC=C12)C1CN(CC1)C(=O)OC(C)(C)C (tert-Butyl 3-(3,4-dihydroquinolin-1(2H)-yl)pyrrolidine-1-carboxylate). Isolated yield 78.7%. RXN SMILES: [NH:1]1[C:10]2[C:5](=[CH:6][CH:7]=[CH:8][CH:9]=2)[CH2:4][CH2:3][CH2:2]1.O=[C:12]1[CH2:16][CH2:15][N:14]([C:17]([O:19][C:20]([CH3:23])([CH3:22])[CH3:21])=[O:18])[CH2:13]1.C(O[BH-](OC(=O)C)OC(=O)C)(=O)C.[Na+].C(O)(=O)C>ClCCCl>[N:1]1([CH:16]2[CH2:12][CH2:13][N:14]([C:17]([O:19][C:20]([CH3:23])([CH3:22])[CH3:21])=[O:18])[CH2:15]2)[C:10]2[C:5](=[CH:6][CH:7]=[CH:8][CH:9]=2)[CH2:4][CH2:3][CH2:2]1 |f:2.3|. Procedure details: A solution of 1,2,3,4-tetrahydroquinoline (1.0 mL, 7.94 mmol) in 30 mL 1,2-dichloroethane was treated with tert-butyl 3-oxopyrrolidine-1-carboxylate (2.94 g, 15.87 mmol) followed by sodium triacetoxyborohydride (8.4 g, 39.68 mmol) then acetic acid (2.25 mL). The suspension was stirred at room temperature for 1 day. After this time, the mixture was cooled to 0° C., quenched with 20 mL 1N NaOH and stirred for 20 minutes. The suspension was extracted with 2×100 mL CH2Cl2. The organic layer was rins... Starting materials: BrC=1C=C(C=CC1)CN ((3-bromophenyl)methylamine), B(OC)(OC)OC (trimethyl borate), C[Li] (methyllithium), solution, C(C)(C)(C)[Li] (tert-butyllithium). Run in O1CCCC1 (tetrahydrofuran), C(C)OCC (diethyl ether), CCCCC (pentane). Run at temperature -78 celsius, time 1 hour. The product is CNC=1C=C(C=CC1)B(O)O (3-methylaminophenylboronic acid). Isolated yield 40.0%. Reaction SMILES: [CH3:1][Li].BrC1[CH:5]=[C:6]([CH2:10][NH2:11])C=CC=1.[C:12]([Li])([CH3:15])([CH3:14])C.[B:17](OC)([O:20]C)[O:18]C>C(OCC)C.O1CCCC1.CCCCC>[CH3:1][NH:11][C:10]1[CH:6]=[C:5]([B:17]([OH:20])[OH:18])[CH:15]=[CH:12][CH:14]=1. Procedure details: 161 mL (242 mmol) of 1.5M methyllithium in diethyl ether are added dropwise to a solution precooled to −78° C. of 37.6 g (202 mmol) of (3-bromophenyl)methylamine (prepared according to Example 24f) in 300 mL of tetrahydrofuran. After stirring for 1 hour at −78° C., 261 mL (444 mmol) of a 1.7M solution of tert-butyllithium in pentane are added dropwise and the medium is again stirred at −78° C. for 1 hour. At −65° C., 103.5 mL (808 mmol) of trimethyl borate are added dropwise and the reaction med... Procedure: A mixture of 11.78 g of 2,4-dichlorothiophenol and 12.0 g of potassium hydroxide in 50 ml of acetone was stirred and heated to reflux. 11.77 g of ethyl 2-bromopropionate were added gradually and the mixture was heated under reflux for 22 hours. After cooling to room temperature, the mixture was filtered and the filtrate was evaporated to dryness. The residue was taken up in 400 ml of diethyl ether and the solution was washed with 400 ml of water and 400 ml of 10% sodium carbonate solution, dried... The reactants are ClC1=C(C=CC(=C1)Cl)S (2,4-dichlorothiophenol), [OH-].[K+] (potassium hydroxide), BrC(C(=O)OCC)C (ethyl 2-bromopropionate). Yield: 25.0%. Run in CC(=O)C (acetone). The product is ClC1=C(C=CC(=C1)Cl)SC(C(=O)O)C (2(RS)-(2,4-dichlorophenyl-thio)propionic acid). As a reaction SMILES: [Cl:1][C:2]1[CH:7]=[C:6]([Cl:8])[CH:5]=[CH:4][C:3]=1[SH:9].[OH-].[K+].Br[CH:13]([CH3:19])[C:14]([O:16]CC)=[O:15]>CC(C)=O>[Cl:1][C:2]1[CH:7]=[C:6]([Cl:8])[CH:5]=[CH:4][C:3]=1[S:9][CH:13]([CH3:19])[C:14]([OH:16])=[O:15] |f:1.2|. The reactants are O.C1(=CC=C(C=C1)S(=O)(=O)O)C (4-toluenesulphonic acid monohydrate), COC(C)(C)C (tert-butyl methyl ether), CN1N=C(C(=C1)NC(CC1=C(C=C(C=C1)OC1=CC=NC2=CC(=CC=C12)OC)OC)=O)C (N-(1,3-dimethyl-1H-pyrazol-4-yl)-2-[2-methoxy-4-(7-methoxyquinolin-4-yloxy)phenyl]acetamide), resultant solution, resultant mixture. Solvent: C(C)O (ethanol), C(C)O (ethanol). Reaction conditions: time 29 hour. Yields the product C1(=CC=C(C=C1)S(=O)(=O)O)C.CN1N=C(C(=C1)NC(CC1=C(C=C(C=C1)OC1=CC=NC2=CC(=CC=C12)OC)OC)=O)C (N-(1,3-dimethyl-1H-pyrazol-4-yl)-2-[2-methoxy-4-(7-methoxyquinolin-4-yloxy)phenyl]acetamide 4-toluenesulphonate salt). Yield: 83.3%. RXN SMILES: [CH3:1][N:2]1[CH:6]=[C:5]([NH:7][C:8](=[O:31])[CH2:9][C:10]2[CH:15]=[CH:14][C:13]([O:16][C:17]3[C:26]4[C:21](=[CH:22][C:23]([O:27][CH3:28])=[CH:24][CH:25]=4)[N:20]=[CH:19][CH:18]=3)=[CH:12][C:11]=2[O:29][CH3:30])[C:4]([CH3:32])=[N:3]1.O.[C:34]1([CH3:44])[CH:39]=[CH:38][C:37]([S:40]([OH:43])(=[O:42])=[O:41])=[CH:36][CH:35]=1.COC(C)(C)C>C(O)C>[C:34]1([CH3:44])[CH:35]=[CH:36][C:37]([S:40]([OH:43])(=[O:41])=[O:42])=[CH:38][CH:39]=1.[CH3:1][N:2]1[CH:6]=[C:5]([NH:7][C:8](=[O:31])[CH2:9][C:10]2[CH:15]=[CH:14][C:13]([O:16][C:17]3[C:26]4[C:21](=[CH:22][C:23]([O:27][CH3:28])=[CH:24][CH:25]=4)[N:20]=[CH:19][CH:18]=3)=[CH:12][C:11]=2[O:29][CH3:30])[C:4]([CH3:32])=[N:3]1 |f:1.2,5.6|. Reported procedure: A stirred suspension of N-(1,3-dimethyl-1H-pyrazol-4-yl)-2-[2-methoxy-4-(7-methoxyquinolin-4-yloxy)phenyl]acetamide (0.605 g) in ethanol (5 ml) was heated to reflux until a solution was obtained. The resultant solution was stirred and a solution of 4-toluenesulphonic acid monohydrate (0.333 g; 1.25 equivalents) in ethanol (95%, 5 ml) was added. The mixture was allowed to start to cool and tert-butyl methyl ether (12 ml) was added. The resultant mixture was allowed to stand at ambient temperature...